Dataset: the Open Reaction Database (ORD), a public repository of structured organic reaction records. Task: describe an organic reaction: reactants, conditions, products, and yield The reactants are CCCNCCC, NC(N)=O, Cc1ccccc1C. Product: CCCN(CCC)C(N)=O. As a reaction SMILES: [CH2:5]([CH2:6][CH3:7])[NH:8][CH2:9][CH2:10][CH3:11].[NH2:1][C:2]([NH2:3])=[O:4].[c:12]1([CH3:13])[c:14]([CH3:15])[cH:16][cH:17][cH:18][cH:19]1>>[NH2:1][C:2](=[O:4])[N:8]([CH2:5][CH2:6][CH3:7])[CH2:9][CH2:10][CH3:11]. The reactants are O(C1=CC=CC=C1)C=1C=C(C=CC1)Br (3-phenoxyphenyl bromide), [Mg] (magnesium), C(C)(=O)OCC(=CC(C)(C)C1=CC=C(C=C1)OCC)F (4-(4-Ethoxyphenyl)-2-fluoro-4-methylpent-2-enyl acetate), Grignard reagent. Solvent: O1CCCC1 (tetrahydrofuran). Yields the product C(C)OC1=CC=C(C=C1)C(C=C(CC1=CC(=CC=C1)OC1=CC=CC=C1)F)(C)C (4-(4-Ethoxyphenyl)-2-fluoro-4-methyl-1-(3-phenoxyphenyl)pent-2-ene). Yield: 45.1%. RXN SMILES: [O:1]([C:8]1[CH:9]=[C:10](Br)[CH:11]=[CH:12][CH:13]=1)[C:2]1[CH:7]=[CH:6][CH:5]=[CH:4][CH:3]=1.[Mg].C(O[CH2:20][C:21]([F:35])=[CH:22][C:23]([C:26]1[CH:31]=[CH:30][C:29]([O:32][CH2:33][CH3:34])=[CH:28][CH:27]=1)([CH3:25])[CH3:24])(=O)C>O1CCCC1>[CH2:33]([O:32][C:29]1[CH:30]=[CH:31][C:26]([C:23]([CH3:24])([CH3:25])[CH:22]=[C:21]([F:35])[CH2:20][C:10]2[CH:11]=[CH:12][CH:13]=[C:8]([O:1][C:2]3[CH:7]=[CH:6][CH:5]=[CH:4][CH:3]=3)[CH:9]=2)=[CH:27][CH:28]=1)[CH3:34]. Reported procedure: The method of Example 16 was repeated using a Grignard reagent, prepared from 3-phenoxyphenyl bromide (0.31 g), tetrahydrofuran (2 ml) and magnesium (24 mg), and 4-(4-ethoxyphenyl)-2-fluoro-methylpent-2-enyl acetate (Example 14) (70 mg). The residue after evaporation was purified by preparative thin layer chromatography (solvent: diethyl ether/hexane; 1:9) to give the title compound (44 mg, 45%/). Starting materials: CCCCc1ccc(N)cc1, C=CC#N, CC(=O)[O-], CC(C)=O, Cl, O=N[O-], [Na+], [Na+], O. The product is CCCCc1ccc(CC(Cl)C#N)cc1. Reaction SMILES: [CH2:1]([CH2:2][CH2:3][CH3:4])[c:5]1[cH:6][cH:7][c:8]([NH2:9])[cH:10][cH:11]1.[CH2:22]=[CH:23][C:24]#[N:25].[CH3:18][C:19](=[O:20])[O-:21].[CH3:26][C:27](=[O:28])[CH3:29].[ClH:12].[N:13]([O-:14])=[O:15].[Na+:16].[Na+:17].[OH2:30]>>[CH2:1]([CH2:2][CH2:3][CH3:4])[c:5]1[cH:6][cH:7][c:8]([CH2:22][CH:23]([Cl:12])[C:24]#[N:25])[cH:10][cH:11]1. The reactants are Cc1ccc(Nc2cc(N(C)C)nc(N3CCN(c4ncccc4C(F)(F)F)CC3)n2)cc1, O=C(OO)c1cccc(Cl)c1, [Na+], O=C([O-])O, OO. Product: Cc1ccc(Nc2cc(N(C)C)nc(N3CCN(c4c(C(F)(F)F)ccc[n+]4[O-])CC3)n2)cc1. As a reaction SMILES: [CH3:1][N:2]([c:3]1[n:4][c:5]([N:17]2[CH2:18][CH2:19][N:20]([c:23]3[n:24][cH:25][cH:26][cH:27][c:28]3[C:29]([F:30])([F:31])[F:32])[CH2:21][CH2:22]2)[n:6][c:7]([NH:9][c:10]2[cH:11][cH:12][c:13]([CH3:16])[cH:14][cH:15]2)[cH:8]1)[CH3:33].[Cl:34][c:35]1[cH:36][cH:37][cH:38][c:39]([C:40]([O:41][OH:43])=[O:42])[cH:44]1.[Na+:51].[O-:47][C:48]([OH:49])=[O:50].[OH:45][OH:46]>>[CH3:1][N:2]([c:3]1[n:4][c:5]([N:17]2[CH2:18][CH2:19][N:20]([c:23]3[n+:24]([O-:42])[cH:25][cH:26][cH:27][c:28]3[C:29]([F:30])([F:31])[F:32])[CH2:21][CH2:22]2)[n:6][c:7]([NH:9][c:10]2[cH:11][cH:12][c:13]([CH3:16])[cH:14][cH:15]2)[cH:8]1)[CH3:33]. Starting materials: FC(C(=O)O)(F)F (Trifluoroacetic acid), C(C)(C)(C)OC(=O)C(C(C)C1=CC=C(C(=O)OC)C=C1)=C (methyl 4-(3-(tert-butoxycarbonyl)but-3-en-2-yl)benzoate). Run in ClCCl (dichloromethane). Reaction conditions: temperature 23 celsius, time 5 hour. The product is COC(=O)C1=CC=C(C=C1)C(C(C(=O)O)=C)C (3-(4-(Methoxycarbonyl)phenyl)-2-methylenebutanoic acid). As a reaction SMILES: FC(F)(F)C(O)=O.C([O:12][C:13]([C:15](=[CH2:28])[CH:16]([C:18]1[CH:27]=[CH:26][C:21]([C:22]([O:24][CH3:25])=[O:23])=[CH:20][CH:19]=1)[CH3:17])=[O:14])(C)(C)C>ClCCl>[CH3:25][O:24][C:22]([C:21]1[CH:26]=[CH:27][C:18]([CH:16]([CH3:17])[C:15](=[CH2:28])[C:13]([OH:14])=[O:12])=[CH:19][CH:20]=1)=[O:23]. Reported procedure: Trifluoroacetic acid (21.7 mL, 283 mmol) was added to a solution of methyl 4-(3-(tert-butoxycarbonyl)but-3-en-2-yl)benzoate (8.7 g, 30 mmol) in anhydrous dichloromethane (85 mL), and the mixture was stirred at 23° C. for 5 h. The solvents were removed under reduced pressure and the residue was triturated with hexane. The solid was collected by filtration and dried under vacuo to give the title compound. MS: m/z=233.0 (M+1). The reactants are C(C)(C)(C)NCC1=C(C2=CC=CC=C2C=C1)C1=CC=CC(=N1)C=O (6-{2-[(tert-butylamino)methyl]-1-naphthyl}pyridine-2-carbaldehyde), CC1=C(N)C(=CC(=C1)C)C (2,4,6-trimethylaniline), orange oil. Solvent: C(C)O (ethanol). Product: C(C)(C)(C)NCC1=C(C2=CC=CC=C2C=C1)C1=CC=CC(=N1)C=NC1=C(C=C(C=C1C)C)C (N-[(6-{2-[(tert-Butylamino)methyl]-1-naphthyl}pyridin-2-yl)methylene]-2,4,6-trimethylaniline). RXN SMILES: [C:1]([NH:5][CH2:6][C:7]1[CH:16]=[CH:15][C:14]2[C:9](=[CH:10][CH:11]=[CH:12][CH:13]=2)[C:8]=1[C:17]1[N:22]=[C:21]([CH:23]=O)[CH:20]=[CH:19][CH:18]=1)([CH3:4])([CH3:3])[CH3:2].[CH3:25][C:26]1[CH:32]=[C:31]([CH3:33])[CH:30]=[C:29]([CH3:34])[C:27]=1[NH2:28]>C(O)C>[C:1]([NH:5][CH2:6][C:7]1[CH:16]=[CH:15][C:14]2[C:9](=[CH:10][CH:11]=[CH:12][CH:13]=2)[C:8]=1[C:17]1[N:22]=[C:21]([CH:23]=[N:28][C:27]2[C:29]([CH3:34])=[CH:30][C:31]([CH3:33])=[CH:32][C:26]=2[CH3:25])[CH:20]=[CH:19][CH:18]=1)([CH3:4])([CH3:3])[CH3:2]. Procedure: A mixture of 4.80 g (15.0 mmol) of 6-{2-[(tert-butylamino)methyl]-1-naphthyl}pyridine-2-carbaldehyde and 2.00 g (15.0 mmol) of 2,4,6-trimethylaniline in 50 ml of dry ethanol was refluxed overnight. The resulting mixture was evaporated to dryness. The product was isolated by flash chromatography on silica gel 60 (40-63 um; eluent: dichloromethane-methanol-triethylamine=100:10:1, vol.). Yield 5.80 g (88%) of orange oil. Anal. calc. for C30H33N3: C, 82.72; H, 7.64; N, 9.65. Found: C, 82.89; H, 7.73... The reactants are ClCCl, CN1C(=O)CC(c2ccc(N)cc2)CC1=O, O=C1CCC(=O)N1Br. As a reaction SMILES: [Cl:25][CH2:26][Cl:27].[NH2:1][c:2]1[cH:3][cH:4][c:5]([CH:8]2[CH2:9][C:10](=[O:16])[N:11]([CH3:15])[C:12](=[O:14])[CH2:13]2)[cH:6][cH:7]1.[O:17]=[C:18]1[N:19]([Br:24])[C:20](=[O:21])[CH2:22][CH2:23]1>>[NH2:1][c:2]1[cH:3][cH:4][c:5]([CH:8]2[CH2:9][C:10](=[O:16])[N:11]([CH3:15])[C:12](=[O:14])[CH2:13]2)[cH:6][c:7]1[Br:24]. The product is CN1C(=O)CC(c2ccc(N)c(Br)c2)CC1=O. Reactants: COc1ccc(-c2nc(COC(C)C)c(C)[nH]2)cc1, Cl, Cl, O. Product: Cl, COc1ccc(-c2nc(CO)c(C)[nH]2)cc1. As a reaction SMILES: [CH:2]([CH3:3])([CH3:4])[O:5][CH2:6][c:7]1[n:8][c:9](-[c:13]2[cH:14][cH:15][c:16]([O:19][CH3:20])[cH:17][cH:18]2)[nH:10][c:11]1[CH3:12].[ClH:1].[ClH:21].[OH2:22]>>[ClH:1].[OH:5][CH2:6][c:7]1[n:8][c:9](-[c:13]2[cH:14][cH:15][c:16]([O:19][CH3:20])[cH:17][cH:18]2)[nH:10][c:11]1[CH3:12]. Reactants: ClC1=NC(=C(C(=N1)Cl)Cl)Cl (2,4,5,6-tetrachloropyrimidine), CC1=C(N)C(=CC(=C1)C)C (2,4,6-trimethyl aniline), NN-bis(1-methylethyl)ethanamine. The solvent is O1CCOCC1 (1,4-dioxane). Conditions: temperature 55 celsius, time 16 hour. The product is ClC1=NC(=NC(=C1Cl)Cl)NC1=C(C=C(C=C1C)C)C (4,5,6-trichloro-N-(2,4,6-trimethylphenyl)-2-pyrimidinamine), ClC1=NC(=C(C(=N1)NC1=C(C=C(C=C1C)C)C)Cl)Cl (2,5,6-trichloro-N-(2,4,6-trimethylphenyl)-4-pyrimidinamine). RXN SMILES: [Cl:1][C:2]1[N:7]=[C:6]([Cl:8])[C:5]([Cl:9])=[C:4]([Cl:10])[N:3]=1.[CH3:11][C:12]1[CH:18]=[C:17]([CH3:19])[CH:16]=[C:15]([CH3:20])[C:13]=1[NH2:14]>O1CCOCC1>[Cl:10][C:4]1[C:5]([Cl:9])=[C:6]([Cl:8])[N:7]=[C:2]([NH:14][C:13]2[C:15]([CH3:20])=[CH:16][C:17]([CH3:19])=[CH:18][C:12]=2[CH3:11])[N:3]=1.[Cl:1][C:2]1[N:3]=[C:4]([NH:14][C:13]2[C:15]([CH3:20])=[CH:16][C:17]([CH3:19])=[CH:18][C:12]=2[CH3:11])[C:5]([Cl:9])=[C:6]([Cl:8])[N:7]=1. Procedure details: 2,4,5,6-tetrachloropyrimidine (0.0134 mol), 1,4-dioxane (30 ml), 2,4,6-trimethyl aniline (0.0134 mol), and NN-bis(1-methylethyl)ethanamine(0.0136 mol) were added to a flask under argon and stirred at 55° C. for 16 hours. The solvent was evaporated, and the residue was dissolved in CH2Cl2, then purified by column chromatography over silica gel (eluent: CH2Cl2/hexane 1/4, and 1/2). The desired fractions were collected and their solvent was evaporated, yielding 0.15 g 4,5,6-trichloro-N-(2,4,6-trime...